Dataset: the Open Reaction Database (ORD), a public repository of structured organic reaction records. Task: describe an organic reaction: reactants, conditions, products, and yield Starting materials: CCOC(=O)C (EtOAc), C1(=CC=CC=C1)CCCN (3-phenylpropylamine), C(#N)C1=CC=C(CN2C=NC=C2C=O)C=C1 (1-(4-cyanobenzyl)-5-imidazole-carboxaldehyde), C(C)(=O)O[BH-](OC(C)=O)OC(C)=O.[Na+] (sodium triacetoxyborohydride). Solvent: ClCCCl (1,2-dichloroethane). Conditions: time 2 day. Product: C(#N)C1=CC=C(CN2C=NC=C2CNCCCC2=CC=CC=C2)C=C1 (N-[1-(4-cyanobenzyl)-5-imidazolylmethyl]-N-(3-phenylpropyl)amine). RXN SMILES: [C:1]1([CH2:7][CH2:8][CH2:9][NH2:10])[CH:6]=[CH:5][CH:4]=[CH:3][CH:2]=1.C(O[BH-](OC(=O)C)OC(=O)C)(=O)C.[Na+].[C:25]([C:27]1[CH:40]=[CH:39][C:30]([CH2:31][N:32]2[C:36]([CH:37]=O)=[CH:35][N:34]=[CH:33]2)=[CH:29][CH:28]=1)#[N:26].CCOC(C)=O>ClCCCl>[C:25]([C:27]1[CH:28]=[CH:29][C:30]([CH2:31][N:32]2[C:36]([CH2:37][NH:10][CH2:9][CH2:8][CH2:7][C:1]3[CH:6]=[CH:5][CH:4]=[CH:3][CH:2]=3)=[CH:35][N:34]=[CH:33]2)=[CH:39][CH:40]=1)#[N:26] |f:1.2|. Procedure: To a solution of 3-phenylpropylamine (0.202 mL, 1.42 mmol) in 5 mL of 1,2-dichloroethane at 0° C. was added 4Å powdered molecular sieves (0.38 g), followed by sodium triacetoxyborohydride (301 mg, 1.42 mmol g). The aldehyde 6 from Step 5 of Example 1 (200 mg, 0.947 mmol) was added, and the reaction was allowed to warm to room temperature. After 2 days, the reaction was poured into EtOAc, washed with sat. aq. NaHCO3, and the aqueous layer was extracted with EtOAc. The combined organics were washe... Starting materials: Cl.C1(CCCC2=CC=CC=C12)N (1,2,3,4-tetrahydro-1-naphthylamine hydrochloride), [N-](C#N)C#N.[Na+] (sodium dicyanamide). Run in O (water). Yields the product C(#N)NC(NC1CCCC2=CC=CC=C12)=N (N'-cyano-N-(1,2,3,4-tetrahydro-1-naphthyl)guanidine). Isolated yield 18.1%. As a reaction SMILES: Cl.[CH:2]1([NH2:12])[C:11]2[C:6](=[CH:7][CH:8]=[CH:9][CH:10]=2)[CH2:5][CH2:4][CH2:3]1.[N-:13]([C:16]#[N:17])[C:14]#[N:15].[Na+]>O>[C:14]([NH:13][C:16](=[NH:17])[NH:12][CH:2]1[C:11]2[C:6](=[CH:7][CH:8]=[CH:9][CH:10]=2)[CH2:5][CH2:4][CH2:3]1)#[N:15] |f:0.1,2.3|. Procedure: A solution of 18.4 grams (g) of 1,2,3,4-tetrahydro-1-naphthylamine hydrochloride and 8.90 g of sodium dicyanamide in 220 milliliters (ml) of water was heated at 95° C. (steam bath) for 21 hours, after which time a viscous oil had precipitated from the hot solution. The reaction mixture was then cooled and extracted with methylene chloride. The methylene chloride extract was dried over anhydrous sodium sulfate and the sodium sulfate removed by filtration. The methylene chloride was then removed b... The reactants are CCO, CC1(C)Cc2cccc(N(N)S(=O)(=O)O)c2O1, Cl. Product: CC1(C)Cc2cccc(NN)c2O1. As a reaction SMILES: [CH3:19][CH2:20][OH:21].[CH3:2][C:3]1([CH3:18])[O:4][c:5]2[c:6]([cH:8][cH:9][cH:10][c:11]2[N:12]([NH2:13])[S:14]([OH:15])(=[O:16])=[O:17])[CH2:7]1.[ClH:1]>>[CH3:2][C:3]1([CH3:18])[O:4][c:5]2[c:6]([cH:8][cH:9][cH:10][c:11]2[NH:12][NH2:13])[CH2:7]1. The reactants are ClC=1C=C(C(=O)OC)C=C(N1)CO (methyl 2-chloro-6-(hydroxymethyl)isonicotinate), 4A, C[N+]1(CCOCC1)[O-] (NMO). Reagents/catalysts: CCC[N+](CCC)(CCC)CCC.[O-][Ru](=O)(=O)=O (TPAP). The solvent is C(Cl)Cl (CH2Cl2). Run at time 75 minute. Product: ClC=1C=C(C(=O)OC)C=C(N1)C=O (methyl 2-chloro-6-formylisonicotinate). Isolated yield 42.8%. Reaction SMILES: [Cl:1][C:2]1[CH:3]=[C:4]([CH:9]=[C:10]([CH2:12][OH:13])[N:11]=1)[C:5]([O:7][CH3:8])=[O:6].C[N+]1([O-])CCOCC1>C(Cl)Cl.CCC[N+](CCC)(CCC)CCC.[O-][Ru](=O)(=O)=O>[Cl:1][C:2]1[CH:3]=[C:4]([CH:9]=[C:10]([CH:12]=[O:13])[N:11]=1)[C:5]([O:7][CH3:8])=[O:6] |f:3.4|. Procedure details: To a stirring mixture of 3.6 g (17.9 mmol) of methyl 2-chloro-6-(hydroxymethyl)isonicotinate, 8.9 g of 4A powdered molecular sieves, 3.1 g (26.5 mmol) of NMO in 55 mL of CH2Cl2 was added (after about 10 min.) 659 mg (1.87 mmol) of TPAP. The mixture began to gently reflux, and the mixture was stirred for 75 min., filtered through Celite, and concentrated. Purification by flash silica gel chromatography (10% EtOAc/hexanes) provided 1.53 g of methyl 2-chloro-6-formylisonicotinate in 43% yield as an... Reactants: C1(=CC=C(C=C1)S(=O)(=O)N1[C@@H](CSCC1)C(=O)O)C ((3R)-4-(4-toluenesulfonyl)thiomorpholine-3-carboxylic acid), C1(=CC=CC=C1)C1=CC=C(CO)C=C1 (4-phenylbenzyl alcohol), C1CCC(CC1)N=C=NC2CCCCC2 (DCC). Reagents/catalysts: CN(C)C=1C=CN=CC1 (DMAP). Run in C(Cl)Cl (CH2Cl2). Reaction conditions: time 24 hour. Yields the product C1(=CC=CC=C1)C1=CC=C(COC(=O)[C@H]2N(CCSC2)S(=O)(=O)C2=CC=C(C=C2)C)C=C1 ((3R)-4-(4-toluenesulfonyl)thiomorpholine-3-carboxylic acid 4-phenylbenzyl ester). Yield: 103.4%. RXN SMILES: [C:1]1([CH3:19])[CH:6]=[CH:5][C:4]([S:7]([N:10]2[CH2:15][CH2:14][S:13][CH2:12][C@H:11]2[C:16]([OH:18])=[O:17])(=[O:9])=[O:8])=[CH:3][CH:2]=1.[C:20]1([C:26]2[CH:33]=[CH:32][C:29]([CH2:30]O)=[CH:28][CH:27]=2)[CH:25]=[CH:24][CH:23]=[CH:22][CH:21]=1.C1CCC(N=C=NC2CCCCC2)CC1>CN(C1C=CN=CC=1)C.C(Cl)Cl>[C:20]1([C:26]2[CH:27]=[CH:28][C:29]([CH2:30][O:17][C:16]([C@@H:11]3[CH2:12][S:13][CH2:14][CH2:15][N:10]3[S:7]([C:4]3[CH:3]=[CH:2][C:1]([CH3:19])=[CH:6][CH:5]=3)(=[O:9])=[O:8])=[O:18])=[CH:32][CH:33]=2)[CH:21]=[CH:22][CH:23]=[CH:24][CH:25]=1. Procedure: 0.200 g (0.6 mmol) of (3R)-4-(4-toluenesulfonyl)thiomorpholine-3-carboxylic acid, 0.184 g (1.0 mmol) of 4-phenylbenzyl alcohol, 0.088 g (0.33 mmol) of CAS, 0.227 g (1.2 mmol) of DCC and 0.04 g (0.33 mmol) of DMAP were dissolved in 15 mL of CH2Cl2. The mixture was stirred for 24 h at room temperature. The solid was filtrated and the solvent was evaporated. The residual was dissolved in a suitable amount of ethyl acetate (20 ml) and then the mixture was filtered to remove insoluble substance. The ... Reactants: CC1(CC(CC(C1)=O)=O)C (5,5-dimethyl-1,3-cyclohexandione), COC(CN)OC (aminoacetaldehyde dimethyl acetal), O.C1(=CC=C(C=C1)S(=O)(=O)O)C (p-toluenesulphonic acid hydrate). Solvent: C1(=CC=CC=C1)C (toluene). Reaction conditions: temperature 60 celsius. Yields the product CC1(CC(C=2C=CNC2C1)=O)C (6,6-Dimethyl-4,5,6,7-tetrahydro-1H-indol-4-one). Isolated yield 5.3%. Reaction SMILES: [CH3:1][C:2]1([CH3:10])[CH2:7][C:6](=[O:8])[CH2:5][C:4](=O)[CH2:3]1.CO[CH:13](OC)[CH2:14][NH2:15].O.C1(C)C=CC(S(O)(=O)=O)=CC=1>C1(C)C=CC=CC=1>[CH3:10][C:2]1([CH3:1])[CH2:3][C:4]2[NH:15][CH:14]=[CH:13][C:5]=2[C:6](=[O:8])[CH2:7]1 |f:2.3|. Reported procedure: A solution of 5,5-dimethyl-1,3-cyclohexandione (30 g, 0.21 mol), aminoacetaldehyde dimethyl acetal (35 mL, 0.32 mol) and p-toluenesulphonic acid hydrate (1.5 g, 8 mmol) in toluene (250 mL) were heated at reflux for 4 h using Dean-Stark apparatus to remove the water. The toluene was evaporated and the residue dissolved in 3N HCl (250 mL). The solution was heated at 60° C. for 6 h. After this time the mixture was cooled to room temperature and extracted with DCM (6×). The combined organic layers w...